This data is from the Open Reaction Database (ORD), a public repository of structured organic reaction records. The task is: describe an organic reaction: reactants, conditions, products, and yield Reactants: C=O, NCc1ccccc1, CCOP([O-])OCC. Yields the product CCOP(=O)(CNCc1ccccc1)OCC. Reaction SMILES: [CH2:9]=[O:10].[NH2:1][CH2:2][c:3]1[cH:4][cH:5][cH:6][cH:7][cH:8]1.[P:11]([O:12][CH2:13][CH3:14])([O:15][CH2:16][CH3:17])[O-:18]>>[NH:1]([CH2:2][c:3]1[cH:4][cH:5][cH:6][cH:7][cH:8]1)[CH2:9][P:11]([O:12][CH2:13][CH3:14])([O:15][CH2:16][CH3:17])=[O:18]. Reactants: Cl[O-].[Na+] (sodium hypochlorite), ClC1=C(C=C(C=C1)NN=CC)[N+](=O)[O-] (acetaldehyde 4-chloro-3-nitrophenylhydrazone), [O-]C#N.[K+] (potassium cyanate). Run in C(C)(=O)O (acetic acid), O (water). Run at time 0.5 hour. Yields the product ClC1=C(C=C(C=C1)N1N=C(NC1=O)C)[N+](=O)[O-] (1-(4-chloro-3-nitrophenyl)-4,5-dihydro-3-methyl-1,2,4-triazol-5(1H)-one). Isolated yield 86.3%. Reaction SMILES: [Cl:1][C:2]1[CH:7]=[CH:6][C:5]([NH:8][N:9]=[CH:10][CH3:11])=[CH:4][C:3]=1[N+:12]([O-:14])=[O:13].[O-:15][C:16]#[N:17].[K+].Cl[O-].[Na+]>C(O)(=O)C.O>[Cl:1][C:2]1[CH:7]=[CH:6][C:5]([N:8]2[C:16](=[O:15])[NH:17][C:10]([CH3:11])=[N:9]2)=[CH:4][C:3]=1[N+:12]([O-:14])=[O:13] |f:1.2,3.4|. Reported procedure: To a stirred solution of 5.25 g (00246 mole) of acetaldehyde 4-chloro-3-nitrophenylhydrazone in 25 ml of acetic acid was added dropwise a solution of 2.0 g (0.0246 mole) of potassium cyanate in 5 ml of water. After complete addition, 50 ml of an aqueous 5% sodium hypochlorite solution was added dropwise, forming a precipitate. After about 1/2 hour, the solid was collected by filtration and dried to yield 5.4 g of 1-(4-chloro-3-nitrophenyl)-4,5-dihydro-3-methyl-1,2,4-triazol-5(1H)-one. Reactants: ClC(Cl)(Cl)Cl, CCOC(=O)c1ncc2c(c1O)c1ccccc1n2C, O=C1CCC(=O)N1Br. Product: CCOC(=O)c1nc(Br)c2c(c1O)c1ccccc1n2C. Reaction SMILES: [C:29]([Cl:30])([Cl:31])([Cl:32])[Cl:33].[CH2:1]([CH3:2])[O:3][C:4](=[O:5])[c:6]1[n:7][cH:8][c:9]2[n:10]([CH3:20])[c:11]3[cH:12][cH:13][cH:14][cH:15][c:16]3[c:17]2[c:18]1[OH:19].[O:21]=[C:22]1[N:23]([Br:28])[C:24](=[O:25])[CH2:26][CH2:27]1>>[CH2:1]([CH3:2])[O:3][C:4](=[O:5])[c:6]1[n:7][c:8]([Br:28])[c:9]2[n:10]([CH3:20])[c:11]3[cH:12][cH:13][cH:14][cH:15][c:16]3[c:17]2[c:18]1[OH:19]. Reactants: O (water), C[O-].[Na+] (sodium methoxide), C(=O)OCC (ethyl formate), CC1=C(C(=CC(=C1)C)C)CC#N (2,4,6 trimethylphenylacetonitrile). The solvent is C1=CC=CC=C1 (benzene). Product: C(=O)C(C#N)C1=C(C=C(C=C1C)C)C (a-formyl-2,4,6-trimethylphenylacetonitrile). RXN SMILES: C[O-].[Na+].[CH:4](OCC)=[O:5].[CH3:9][C:10]1[CH:15]=[C:14]([CH3:16])[CH:13]=[C:12]([CH3:17])[C:11]=1[CH2:18][C:19]#[N:20].O>C1C=CC=CC=1>[CH:4]([CH:18]([C:11]1[C:12]([CH3:17])=[CH:13][C:14]([CH3:16])=[CH:15][C:10]=1[CH3:9])[C:19]#[N:20])=[O:5] |f:0.1|. Reported procedure: To a stirred mixture of sodium methoxide (2.78 g, 51 mmol) and ethyl formate (4.0 g, 54 mmol) in 100 mL of benzene was added 2,4,6 trimethylphenylacetonitrile (8.0 g, 50 mmol) over 5 min. After stirring for an additional hour it was treated with water (100 mL) and the layers were separated. The aqueous layer was separated and acidified with 10% HCl and extracted with ethyl acetate. After drying the solvent was removed in vacuo to afford a-formyl-2,4,6-trimethylphenylacetonitrile as colorless cry... Procedure: The title compound was prepared in analogy to example 55 from (2-(4-(2,2-difluoro-1-hydroxypropyl)phenyl)-2-aza-spiro[4.5]decane-1,8-dione by reaction with isopropenylmagnesium bromide (0.5 M in THF) as a white solid. MS (m/e): 379[M+]. The product is FC(C(O)C1=CC=C(C=C1)N1C(C2(CC1)CCC(CC2)(C(=C)C)O)=O)(C)F (2-(4-(2,2-difluoro-1-hydroxypropyl)phenyl)-8-hydroxy-8-(prop-1-en-2-yl)-2-aza-spiro[4.5]decan-1-one). Reaction SMILES: [F:1][C:2]([F:24])([CH3:23])[CH:3]([C:5]1[CH:10]=[CH:9][C:8]([N:11]2[CH2:15][CH2:14][C:13]3([CH2:20][CH2:19][C:18](=[O:21])[CH2:17][CH2:16]3)[C:12]2=[O:22])=[CH:7][CH:6]=1)[OH:4].[C:25]([Mg]Br)([CH3:27])=[CH2:26]>>[F:24][C:2]([F:1])([CH3:23])[CH:3]([C:5]1[CH:6]=[CH:7][C:8]([N:11]2[CH2:15][CH2:14][C:13]3([CH2:20][CH2:19][C:18]([OH:21])([C:25]([CH3:27])=[CH2:26])[CH2:17][CH2:16]3)[C:12]2=[O:22])=[CH:9][CH:10]=1)[OH:4]. Reactants: FC(C(O)C1=CC=C(C=C1)N1C(C2(CC1)CCC(CC2)=O)=O)(C)F (2-(4-(2,2-difluoro-1-hydroxypropyl)phenyl)-2-aza-spiro[4.5]decane-1,8-dione), C(=C)(C)[Mg]Br (isopropenylmagnesium bromide).